Dataset: the Open Reaction Database (ORD), a public repository of structured organic reaction records. Task: describe an organic reaction: reactants, conditions, products, and yield Reactants: [Br-].C1(CC1)[Zn+] (cyclopropylzinc(II) bromide), C(=O)(O)[O-].[Na+] (NaHCO3), BrC1=NC=CC(=C1)Br (2,4-dibromopyridine), [Br-].C1(CC1)[Zn+] (cyclopropylzinc(II) bromide). The reagents and catalysts are C=1C=CC(=CC1)[P](C=2C=CC=CC2)(C=3C=CC=CC3)[Pd]([P](C=4C=CC=CC4)(C=5C=CC=CC5)C=6C=CC=CC6)([P](C=7C=CC=CC7)(C=8C=CC=CC8)C=9C=CC=CC9)[P](C=1C=CC=CC1)(C=1C=CC=CC1)C=1C=CC=CC1 (tetrakis(triphenylphosphine)palladium(0)). The solvent is O1CCCC1 (tetrahydrofuran), O1CCCC1 (tetrahydrofuran), O1CCCC1 (tetrahydrofuran), CCOC(=O)C (EtOAc). Run at temperature 20 celsius, time 10 minute. Yields the product BrC1=CC(=NC=C1)C1CC1 (4-Bromo-2-cyclopropylpyridine). Yield: 85.0%. As a reaction SMILES: Br[C:2]1[CH:7]=[C:6]([Br:8])[CH:5]=[CH:4][N:3]=1.[Br-].[CH:10]1([Zn+])[CH2:12][CH2:11]1.C([O-])(O)=O.[Na+]>O1CCCC1.CCOC(C)=O.C1C=CC([P]([Pd]([P](C2C=CC=CC=2)(C2C=CC=CC=2)C2C=CC=CC=2)([P](C2C=CC=CC=2)(C2C=CC=CC=2)C2C=CC=CC=2)[P](C2C=CC=CC=2)(C2C=CC=CC=2)C2C=CC=CC=2)(C2C=CC=CC=2)C2C=CC=CC=2)=CC=1>[Br:8][C:6]1[CH:5]=[CH:4][N:3]=[C:2]([CH:10]2[CH2:12][CH2:11]2)[CH:7]=1 |f:1.2,3.4,^1:33,35,54,73|. Procedure: To a solution of 2,4-dibromopyridine (3.00 g, 12.66 mmol) in dry tetrahydrofuran (10 mL) under an atmosphere of argon was added tetrakis(triphenylphosphine)palladium(0) (0.435 g, 0.38 mmol). The reaction vessel was put in a water-bath (˜20° C.) and cyclopropylzinc(II) bromide, 0.5M in tetrahydrofuran (30.1 mL, 15.05 mmol) was added is over a period of 10 minutes. The reaction mixture was stirred at 20° C. for 80 minutes. More cyclopropylzinc(II) bromide, 0.5M in tetrahydrofuran (7.52 mL, 3.76 mm... The reactants are NC1=C(C(=O)NC2=NN(C=C2)C2=CC(=CC=C2)C(F)(F)F)C=C(C=C1)N1CCCCC1 (2-amino-5-(piperidin-1-yl)-N-(1-(3-(trifluoromethyl)phenyl)-1H-pyrazol-3-yl)benzamide), CN(C(=O)C=1C=C(C(=O)O)C=CC1)CCN1CCOCC1 (3-(methyl(2-morpholinoethyl)carbamoyl)benzoic acid), CCN=C=NCCCN(C)C.Cl (EDC.HCl). Reagents/catalysts: CN(C1=CC=NC=C1)C (4-dimethylaminopyridine). Solvent: ClCCl (dichloromethane). Reaction conditions: temperature 25 celsius, time 4 hour. Yields the product CN(C(C1=CC(C(=O)NC2=C(C=C(C=C2)N2CCCCC2)C(NC2=NN(C=C2)C2=CC(=CC=C2)C(F)(F)F)=O)=CC=C1)=O)CCN1CCOCC1 (N1-Methyl-N1-(2-morpholinoethyl)-N3-(4-(piperidin-1-yl)-2-((1-(3-(trifluoromethyl)phenyl)-1H-pyrazol-3-yl)carbamoyl)phenyl)isophthalamide). The yield is 67.1%. RXN SMILES: [NH2:1][C:2]1[CH:25]=[CH:24][C:23]([N:26]2[CH2:31][CH2:30][CH2:29][CH2:28][CH2:27]2)=[CH:22][C:3]=1[C:4]([NH:6][C:7]1[CH:11]=[CH:10][N:9]([C:12]2[CH:17]=[CH:16][CH:15]=[C:14]([C:18]([F:21])([F:20])[F:19])[CH:13]=2)[N:8]=1)=[O:5].[CH3:32][N:33]([CH2:45][CH2:46][N:47]1[CH2:52][CH2:51][O:50][CH2:49][CH2:48]1)[C:34]([C:36]1[CH:37]=[C:38]([CH:42]=[CH:43][CH:44]=1)[C:39](O)=[O:40])=[O:35].CCN=C=NCCCN(C)C.Cl>CN(C)C1C=CN=CC=1.ClCCl>[CH3:32][N:33]([CH2:45][CH2:46][N:47]1[CH2:52][CH2:51][O:50][CH2:49][CH2:48]1)[C:34](=[O:35])[C:36]1[CH:44]=[CH:43][CH:42]=[C:38]([C:39]([NH:1][C:2]2[CH:25]=[CH:24][C:23]([N:26]3[CH2:31][CH2:30][CH2:29][CH2:28][CH2:27]3)=[CH:22][C:3]=2[C:4](=[O:5])[NH:6][C:7]2[CH:11]=[CH:10][N:9]([C:12]3[CH:17]=[CH:16][CH:15]=[C:14]([C:18]([F:20])([F:21])[F:19])[CH:13]=3)[N:8]=2)=[O:40])[CH:37]=1 |f:2.3|. Procedure: Into a 50-mL round bottom flask, was placed 2-amino-5-(piperidin-1-yl)-N-(1-(3-(trifluoromethyl)phenyl)-1H-pyrazol-3-yl)benzamide 8d (100 mg, 0.23 mmol, 1.00 equiv), 3-(methyl(2-morpholinoethyl)carbamoyl)benzoic acid (130 mg, 0.45 mmol, 1.91 equiv), EDC.HCl (67 mg, 0.35 mmol, 1.50 equiv), 4-dimethylaminopyridine (43 mg, 0.35 mmol, 1.51 equiv), and dichloromethane (5 mL). The resulting solution was stirred for 4 h at 25° C. in an oil bath. The reaction progress was monitored by LCMS. The resultin...